Dataset: the Open Reaction Database (ORD), a public repository of structured organic reaction records. Task: describe an organic reaction: reactants, conditions, products, and yield The reactants are [Na] (sodium), N (ammonia), OC1=C(C=C(C=C1C)C(O)C[Si](C)(C)C)C (4-hydroxy-3,5-dimethyl-α-[(trimethylsilyl)-methyl]benzenemethanol). Run in C(C)O (ethyl alcohol), C(C)OCC (ethyl ether). Yields the product CC1=C(C(=CC(=C1)CC[Si](C)(C)C)C)O (2,6-Dimethyl-4 [2-(trimethylsilyl)ethyl]phenol). RXN SMILES: [Na].N.[OH:3][C:4]1[C:9]([CH3:10])=[CH:8][C:7]([CH:11]([CH2:13][Si:14]([CH3:17])([CH3:16])[CH3:15])O)=[CH:6][C:5]=1[CH3:18]>C(O)C.C(OCC)C>[CH3:18][C:5]1[CH:6]=[C:7]([CH2:11][CH2:13][Si:14]([CH3:15])([CH3:17])[CH3:16])[CH:8]=[C:9]([CH3:10])[C:4]=1[OH:3] |^1:0|. Procedure: Mix sodium metal (520 mg, 22.6 mmol) and liquid ammonia (13 mL). To this solution add, by dropwise addition, a solution of 4-hydroxy-3,5-dimethyl-α-[(trimethylsilyl)-methyl]benzenemethanol (2.22 g, 10 mmol) in ethyl alcohol (0.5 g) and ethyl ether (5 ml). After the blue color disappears, cautiously add water (13 mL), extract with ethyl ether, dry (MgSO4), and evaporate the solvent. Purify the residue by silica gel chromatography to yield the title compound. Reactants: CCCC(F)(F)c1cc(Br)c(C)c(Br)c1, CC(C)(C)OC(=O)N1CCNCC1, CCCCCC, Cc1ccccc1, CC(C)(C)[O-], [Na+], O=C(C=Cc1ccccc1)C=Cc1ccccc1, O=C(C=Cc1ccccc1)C=Cc1ccccc1, O=C(C=Cc1ccccc1)C=Cc1ccccc1, [Pd], [Pd], c1ccc(P(c2ccccc2)c2ccc3ccccc3c2-c2c(P(c3ccccc3)c3ccccc3)ccc3ccccc23)cc1. Yields the product CCCC(F)(F)c1cc(Br)c(C)c(N2CCN(C(=O)OC(C)(C)C)CC2)c1. RXN SMILES: [Br:1][c:2]1[c:3]([CH3:15])[c:4]([Br:14])[cH:5][c:6]([C:8]([CH2:9][CH2:10][CH3:11])([F:12])[F:13])[cH:7]1.[C:16](=[O:17])([O:18][C:19]([CH3:20])([CH3:21])[CH3:22])[N:23]1[CH2:24][CH2:25][NH:26][CH2:27][CH2:28]1.[CH3:137][CH2:138][CH2:139][CH2:140][CH2:141][CH3:142].[CH3:143][c:144]1[cH:145][cH:146][cH:147][cH:148][cH:149]1.[CH3:29][C:30]([CH3:31])([O-:32])[CH3:33].[Na+:34].[O:101]=[C:102]([CH:103]=[CH:104][c:105]1[cH:106][cH:107][cH:108][cH:109][cH:110]1)[CH:111]=[CH:112][c:113]1[cH:114][cH:115][cH:116][cH:117][cH:118]1.[O:119]=[C:120]([CH:121]=[CH:122][c:123]1[cH:124][cH:125][cH:126][cH:127][cH:128]1)[CH:129]=[CH:130][c:131]1[cH:132][cH:133][cH:134][cH:135][cH:136]1.[O:83]=[C:84]([CH:85]=[CH:86][c:87]1[cH:88][cH:89][cH:90][cH:91][cH:92]1)[CH:93]=[CH:94][c:95]1[cH:96][cH:97][cH:98][cH:99][cH:100]1.[Pd:81].[Pd:82].[cH:35]1[cH:36][cH:37][c:38]([P:39]([c:40]2[cH:41][cH:42][c:43]3[c:44]([cH:45][cH:46][cH:47][cH:48]3)[c:49]2-[c:50]2[c:51]3[c:52]([cH:53][cH:54][cH:55][cH:56]3)[cH:57][cH:58][c:59]2[P:60]([c:61]2[cH:62][cH:63][cH:64][cH:65][cH:66]2)[c:67]2[cH:68][cH:69][cH:70][cH:71][cH:72]2)[c:73]2[cH:74][cH:75][cH:76][cH:77][cH:78]2)[cH:79][cH:80]1>>[c:2]1([N:26]2[CH2:25][CH2:24][N:23]([C:16](=[O:17])[O:18][C:19]([CH3:20])([CH3:21])[CH3:22])[CH2:28][CH2:27]2)[c:3]([CH3:15])[c:4]([Br:14])[cH:5][c:6]([C:8]([CH2:9][CH2:10][CH3:11])([F:12])[F:13])[cH:7]1. Reactants: COC1C(CCCC1)=O (2-methoxycyclohexanone), ice water, [Cl-].[Na+] (sodium chloride), BrC=1C=NC=C(C1)Br (3,5-dibromopyridine), C(CCC)[Li] (n-butyllithium). Run in CCOCC (ether), CCOCC (ether), CCOCC (ether). Run at temperature -70 celsius, time 1 hour. Product: COC1C(CCCC1)(O)C=1C=NC=C(C1)Br (2-methoxy-1-(5-bromopyrid-3-yl)cyclohexanol). The yield is 82.3%. RXN SMILES: Br[C:2]1[CH:3]=[N:4][CH:5]=[C:6]([Br:8])[CH:7]=1.C([Li])CCC.[CH3:14][O:15][CH:16]1[CH2:21][CH2:20][CH2:19][CH2:18][C:17]1=[O:22].[Cl-].[Na+]>CCOCC>[CH3:14][O:15][CH:16]1[CH2:21][CH2:20][CH2:19][CH2:18][C:17]1([C:2]1[CH:3]=[N:4][CH:5]=[C:6]([Br:8])[CH:7]=1)[OH:22] |f:3.4|. Procedure details: A solution of 3,5-dibromopyridine (30.45 g, 0.13 mol) in anhydrous ether (400 ml) was added dropwise to a stirred solution of n-butyllithium (1.6M in hexane, 88.3 ml) and anhydrous ether (40 ml) over 0.5 hours at -70° C. The pale yellow suspension was stirred at -70° C. for 1 hour, and a solution of 2-methoxycyclohexanone (16.5 g, 0.13 mol) in anhydrous ether (60 ml) was added dropwise. The reaction mixture was stirred at -70° C. for 2 hours and allowed to warm to room temperature. The reaction ... Reactants: [Cl-].[Na+].O.O (brine water), CC1=C(C(=NO1)C1=CC=CC=C1)C=1N=C2N(C=CC(=C2)N)C1 (2-(5-methyl-3-phenyl-isoxazol-4-yl)-imidazo[1,2-a]pyridin-7-ylamine), N1=CC(=CC=C1)CC(=O)O (3-pyridylacetic acid), N,N,N′,N′-tetramethyl-O-(benzotriazol-1-yl)uranium tetrafluoroborate, C(C)(C)N(C(C)C)CC (N,N-diisopropyl ethyl amine). Run in CN(C)C=O (DMF), CN(C)C=O (DMF). Run at time 8 hour. The product is CC1=C(C(=NO1)C1=CC=CC=C1)C=1N=C2N(C=CC(=C2)NC(CC=2C=NC=CC2)=O)C1 (N-[2-(5-Methyl-3-phenyl-isoxazol-4-yl)-imidazo[1,2-a]pyridin-7-yl]-2-pyridin-3-yl-acetamide). Yield: 3.6%. Reaction SMILES: [CH3:1][C:2]1[O:6][N:5]=[C:4]([C:7]2[CH:12]=[CH:11][CH:10]=[CH:9][CH:8]=2)[C:3]=1[C:13]1[N:14]=[C:15]2[CH:20]=[C:19]([NH2:21])[CH:18]=[CH:17][N:16]2[CH:22]=1.[N:23]1[CH:28]=[CH:27][CH:26]=[C:25]([CH2:29][C:30](O)=[O:31])[CH:24]=1.C(N(CC)C(C)C)(C)C.[Cl-].[Na+].O.O>CN(C=O)C>[CH3:1][C:2]1[O:6][N:5]=[C:4]([C:7]2[CH:8]=[CH:9][CH:10]=[CH:11][CH:12]=2)[C:3]=1[C:13]1[N:14]=[C:15]2[CH:20]=[C:19]([NH:21][C:30](=[O:31])[CH2:29][C:25]3[CH:24]=[N:23][CH:28]=[CH:27][CH:26]=3)[CH:18]=[CH:17][N:16]2[CH:22]=1 |f:3.4.5.6|. Procedure details: A solution of 2-(5-methyl-3-phenyl-isoxazol-4-yl)-imidazo[1,2-a]pyridin-7-ylamine (92 mg, 0.32 mmol) in DMF (0.2 mL) was added to a solution containing 3-pyridylacetic acid (39.5 mg, 0.29 mmol), N,N,N′,N′-tetramethyl-O-(benzotriazol-1-yl)uranium tetrafluoroborate (101.7 mg, 0.32 mmol), N,N-diisopropyl ethyl amine (247 μL, 1.44 mmol) in DMF (0.3 mL) and the resulting mixture stirred at room temperature overnight and then heated at 110° C. for 6 h. The resulting mixture was then poured into a mixt...